describe an organic reaction: reactants, conditions, products, and yield From a dataset of the Open Reaction Database (ORD), a public repository of structured organic reaction records. The reactants are O (H2O), OC1=CC=2C(C3=CC=C(C=C3C(C2C=C1)=O)O)=O (2,6-dihydroxyanthraquinone), C([O-])([O-])=O.[K+].[K+] (potassium carbonate), S(=O)(=O)(OC)OC (dimethyl sulfate), CC(=O)C (acetone). Conditions: time 6 hour. Product: COC1=CC=2C(C3=CC=C(C=C3C(C2C=C1)=O)OC)=O (2,6-dimethoxyanthraquinone). Reaction SMILES: [OH:1][C:2]1[CH:15]=[CH:14][C:13]2[C:12](=[O:16])[C:11]3[C:6](=[CH:7][CH:8]=[C:9](O)[CH:10]=3)C(=O)[C:4]=2[CH:3]=1.[C:19](=[O:22])([O-])[O-].[K+].[K+].S([O:30][CH3:31])(OC)(=O)=O.O.[CH3:33]C(C)=O>>[CH3:33][O:1][C:2]1[CH:15]=[CH:14][C:13]2[C:12](=[O:16])[C:11]3[C:6](=[CH:7][CH:8]=[C:9]([O:30][CH3:31])[CH:10]=3)[C:19](=[O:22])[C:4]=2[CH:3]=1 |f:1.2.3|. Procedure details: To a suspension of 2,6-dihydroxyanthraquinone (3 g, 12.5 mmole) and anhydrous potassium carbonate (23 g) in acetone (400 ml), dimethyl sulfate (20 g, 158 mmole) was added at room temperature. The resulting mixture was reacted with stirring for 6 hours under reflux. After standing at room temperature overnight, the reaction mixture was poured into cold H2O (580 ml). The precipitate was filtered and dried. The resultant crude dark brown solid (3.1 g) was recrystallized from benzene to give 2.7 g o... The reactants are solid, BrC1=CC(=CC=2C(=C3N(C12)CCNC3=O)C)C#N (6-bromo-10-methyl-1-oxo-1,2,3,4-tetrahydro-pyrazino[1,2-a]indole-8-carbonitrile), BrC1=CC(=CC=2C(=C3N(C12)CCNC3=O)C)C#N (6-bromo-10-methyl-1-oxo-1,2,3,4-tetrahydro-pyrazino[1,2-a]indole-8-carbonitrile), C(C)(C)(C)C1=CC=C(C=C1)B(O)O (4-tert-butyl-phenylboronic acid). The product is C(C)(C)(C)C1=CC=C(C=C1)C1=CC(=CC=2C(=C3N(C12)CCNC3=O)C)C#N (6-(4-tert-Butylphenyl)-10-methyl-1-oxo-3,4-dihydro-2H-pyrazino[1,2-a]indole-8-carbonitrile). As a reaction SMILES: Br[C:2]1[C:10]2[N:9]3[CH2:11][CH2:12][NH:13][C:14](=[O:15])[C:8]3=[C:7]([CH3:16])[C:6]=2[CH:5]=[C:4]([C:17]#[N:18])[CH:3]=1.[C:19]([C:23]1[CH:28]=[CH:27][C:26](B(O)O)=[CH:25][CH:24]=1)([CH3:22])([CH3:21])[CH3:20]>>[C:19]([C:23]1[CH:28]=[CH:27][C:26]([C:2]2[C:10]3[N:9]4[CH2:11][CH2:12][NH:13][C:14](=[O:15])[C:8]4=[C:7]([CH3:16])[C:6]=3[CH:5]=[C:4]([C:17]#[N:18])[CH:3]=2)=[CH:25][CH:24]=1)([CH3:22])([CH3:21])[CH3:20]. Reported procedure: The title compound, off-white solid (72 mg, 81%), MS (ISP) m/z=358.5 [(M+H)+], mp 292° C., was prepared in accordance with the general method of example 1 from 6-bromo-10-methyl-1-oxo-1,2,3,4-tetrahydro-pyrazino[1,2-a]indole-8-carbonitrile (intermediate 16) (76 mg, 0.25 mmol) and commercially available 4-tert-butyl-phenylboronic acid (57.9 mg, 0.325 mmol). Reactants: OC1=CC=C(C=C1)C(C)(C)C1=CC=C(C=C1)O (2,2-bis(4-hydroxyphenyl)propane), C(C)OC=C (vinyl ethyl ether), C(C)OCC (ethyl ether), O (H2O). Reagents/catalysts: C1(=CC=C(C=C1)S(=O)(=O)[O-])C.[NH+]1=CC=CC=C1 (pyridinium p-toluenesulfonate). Solvent: O1CCOCC1 (1,4-dioxane). Reaction conditions: time 6 hour. The product is C(C)OC(C)OC1=CC=C(C=C1)C(C)(C)C1=CC=C(C=C1)OC(C)OCC (2,2-bis[4-(1-ethoxy-ethoxy)phenyl]propane). RXN SMILES: [OH:1][C:2]1[CH:7]=[CH:6][C:5]([C:8]([C:11]2[CH:16]=[CH:15][C:14]([OH:17])=[CH:13][CH:12]=2)([CH3:10])[CH3:9])=[CH:4][CH:3]=1.[CH2:18]([O:20][CH:21]=[CH2:22])[CH3:19].[CH2:23]([O:25][CH2:26][CH3:27])[CH3:24].O>O1CCOCC1.C1(C)C=CC(S([O-])(=O)=O)=CC=1.[NH+]1C=CC=CC=1>[CH2:21]([O:20][CH:18]([O:1][C:2]1[CH:3]=[CH:4][C:5]([C:8]([C:11]2[CH:12]=[CH:13][C:14]([O:17][CH:23]([O:25][CH2:26][CH3:27])[CH3:24])=[CH:15][CH:16]=2)([CH3:10])[CH3:9])=[CH:6][CH:7]=1)[CH3:19])[CH3:22] |f:5.6|. Reported procedure: To a solution of 2,2-bis(4-hydroxyphenyl)propane (32.0 g, 0.14 mole) and vinyl ethyl ether (80.8 g, 1.12 mole) in 1,4-dioxane (130 ml), pyridinium p-toluenesulfonate (2.8 g) was added and reacted with stirring for 6 hours at 20°-25° C. After reaction, ethyl ether (300 ml) and H2O (100 ml) were added to a reaction mixture, stirred for 30 min. at room temperature, and allowed to stand. The organic layer was washed thrice with H2O, dried over anhydrous MgSO4 and evaporated to give 50.8 g of 2,2-bis...